This data is from the Open Reaction Database (ORD), a public repository of structured organic reaction records. The task is: describe an organic reaction: reactants, conditions, products, and yield Starting materials: FC=1C=C2C=C(NC2=CC1)C(=O)O (5-Fluoro-1H-indole-2-carboxylic acid), CCN=C=NCCCN(C)C (EDCI), N1=C(C=CC=C1)N1CCNCC1 (1-(2-pyridinyl)piperazine). The solvent is ClCCl (dichloromethane). Conditions: temperature 25 celsius, time 24 hour. Product: FC=1C=C2C=C(NC2=CC1)C(=O)N1CCN(CC1)C1=NC=CC=C1 (5-fluoro-2-{[4-(2-pyridinyl)-1-piperazinyl]carbonyl}-1H-indole). RXN SMILES: [F:1][C:2]1[CH:3]=[C:4]2[C:8](=[CH:9][CH:10]=1)[NH:7][C:6]([C:11]([OH:13])=O)=[CH:5]2.CCN=C=NCCCN(C)C.[N:25]1[CH:30]=[CH:29][CH:28]=[CH:27][C:26]=1[N:31]1[CH2:36][CH2:35][NH:34][CH2:33][CH2:32]1>ClCCl>[F:1][C:2]1[CH:3]=[C:4]2[C:8](=[CH:9][CH:10]=1)[NH:7][C:6]([C:11]([N:34]1[CH2:35][CH2:36][N:31]([C:26]3[CH:27]=[CH:28][CH:29]=[CH:30][N:25]=3)[CH2:32][CH2:33]1)=[O:13])=[CH:5]2. Procedure: 5-Fluoro-1H-indole-2-carboxylic acid (4.0 g) and EDCI (4.29 g) were combined in dichloromethane (90 mL) and treated with 1-(2-pyridinyl)piperazine (3.64 g). After stirring at 25° C. for 24 hours, the mixture was washed with 150 mL of water and filtered. The filter cake was washed in succession with 300 mL of water, 250 mL of dichloromethane and 20 mL of ethyl acetate to provide the title compound. 1H NMR (d6-DMSO, 300 MHz) δ 3.61 (m, 4H), 3.85 (m, 4H), 6.67 (dd, 1H, J=7.5,4.8 Hz), 6.85 (m, 2H), ... RXN SMILES: [CH2:31]1[O:32][CH2:33][CH2:34][O:35][CH2:36][CH2:37][O:38][CH2:39][CH2:40][O:41][CH2:42][CH2:43][O:44][CH2:45]1.[CH2:54]([N+:55]([CH2:56][CH2:57][CH2:58][CH3:59])([CH2:60][CH2:61][CH2:62][CH3:63])[CH2:64][CH2:65][CH2:66][CH3:67])[CH2:68][CH2:69][CH3:70].[CH2:71]([O:72][CH2:73][CH3:74])[CH3:75].[CH3:12][S:13]([OH:14])(=[O:15])=[O:16].[CH3:17][O:18][c:19]1[cH:20][c:21]([CH2:27][CH2:28][CH2:29][OH:30])[cH:22][cH:23][c:24]1[O:25][CH3:26].[CH3:46][c:47]1[cH:48][cH:49][cH:50][cH:51][cH:52]1.[H-:10].[I-:53].[Na+:11].[OH:1][CH2:2][CH2:3][CH2:4][N:5]1[CH2:6][CH2:7][CH2:8][CH2:9]1>>[O:1]([CH2:2][CH2:3][CH2:4][N:5]1[CH2:6][CH2:7][CH2:8][CH2:9]1)[CH2:29][CH2:28][CH2:27][c:21]1[cH:20][c:19]([O:18][CH3:17])[c:24]([O:25][CH3:26])[cH:23][cH:22]1. Starting materials: C1COCCOCCOCCOCCO1, CCCC[N+](CCCC)(CCCC)CCCC, CCOCC, CS(=O)(=O)O, COc1ccc(CCCO)cc1OC, Cc1ccccc1, [H-], [I-], [Na+], OCCCN1CCCC1. The product is COc1ccc(CCCOCCCN2CCCC2)cc1OC. Reactants: COC([O-])=O.C[N+]1(CCOCC1)C (N,N-dimethylmorpholinium methyl carbonate), C1(\C=C/C(=O)O1)=O (maleic anhydride). Run in O (water). The product is C(\C=C/C(=O)[O-])(=O)[O-].C[N+]1(CCOCC1)C.C[N+]1(CCOCC1)C (N,N-dimethylmorpholinium maleate). Isolated yield 132.9%. As a reaction SMILES: CO[C:3](=[O:5])[O-:4].[CH3:6][N+:7]1([CH3:13])[CH2:12][CH2:11][O:10][CH2:9][CH2:8]1.C1(=O)[O:19][C:17](=[O:18])[CH:16]=[CH:15]1>O>[C:3]([O-:4])(=[O:5])/[CH:15]=[CH:16]\[C:17]([O-:19])=[O:18].[CH3:6][N+:7]1([CH3:13])[CH2:12][CH2:11][O:10][CH2:9][CH2:8]1.[CH3:6][N+:7]1([CH3:13])[CH2:12][CH2:11][O:10][CH2:9][CH2:8]1 |f:0.1,4.5.6|. Procedure: By following the same procedure as Example 20 (2nd step) except that 19.1 g of N,N-dimethylmorpholinium methyl carbonate, 19.1 g of water, and 9.8 g of maleic anhydride were used, 23.0 g (yield of 99.9%) of N,N-dimethylmorpholinium maleate was obtained. The content of monomethyl maleate was less than 0.1% and the contents of impurity ions were all less than 1 ppm. As a reaction SMILES: [C:1]1(O)C=CC=CC=1.[F:8][C:9]1[CH:10]=[C:11]([C:23]([OH:31])([C:26]2SC=CN=2)[CH2:24][CH3:25])[CH:12]=[C:13]([O:15]CC2C=CC=CC=2)[CH:14]=1>>[F:8][C:9]1[CH:10]=[C:11]([C:23]([OH:31])([CH2:24][CH3:25])[CH2:26][CH3:1])[CH:12]=[C:13]([OH:15])[CH:14]=1. The product is FC=1C=C(C=C(C1)O)C(CC)(CC)O (5-Fluoro-3-(3-hydroxypent-3-yl)phenol). Starting materials: C1(=CC=CC=C1)O (PHENOL), FC=1C=C(C=C(C1)OCC1=CC=CC=C1)C(CC)(C=1SC=CN1)O (5-fluoro-3-[1-hydroxy-1-(thiazol-2-yl)propyl](O-benzyl)phenol). Procedure details: Following the procedure described for Phenol 1, Step 3, but substituting 5-fluoro-3-(3-hydroxypent-3-yl)[O-(3,4-dimethoxybenzyl)]phenol from Step 2 for 5-fluoro-3-[1-hydroxy-1-(thiazol-2-yl)propyl](O-benzyl)phenol the title compound was obtained as a solid. Reactants: C(CCCCCCCCCCC)(=O)[O-] (laurate), [Ag] (silver), aqueous solution, dilute aqueous solution, [N+](=O)(O)[O-] (nitric acid), C(CCCCCCCCCCC)(=O)O (lauric acid), Ag (NH3)2, Ag NO3, N (NH3), [N+](=O)([O-])[O-].[Ag+] (silver nitrate). The solvent is C(C)(=O)OCCCC (butyl acetate). Product: C(CCCCCCCCCCC)(=O)[O-].[Ag+] (silver laurate). Reaction SMILES: [C:1]([OH:14])(=[O:13])[CH2:2][CH2:3][CH2:4][CH2:5][CH2:6][CH2:7][CH2:8][CH2:9][CH2:10][CH2:11][CH3:12].[N+]([O-])(O)=O.N.[N+]([O-])([O-])=O.[Ag+:24].C([O-])(=O)CCCCCCCCCCC.[Ag]>C(OCCCC)(=O)C>[C:1]([O-:14])(=[O:13])[CH2:2][CH2:3][CH2:4][CH2:5][CH2:6][CH2:7][CH2:8][CH2:9][CH2:10][CH2:11][CH3:12].[Ag+:24] |f:3.4,8.9|. Reported procedure: To a solution of 11 g of lauric acid in 100 ml of butyl acetate kept at 10°C was added 100 ml of a dilute aqueous solution of nitric acid (25°C, pH = 2.0) with stirring, and 50 ml of an aqueous solution of silver ammonium complex [this salt can be represent by the formula [Ag (NH3)2 ]+NO3 -; from 1 molar Ag NO3 and 2 molar NH3 (used as NH4OH)] containing 8.5 g of silver nitrate (cooled at 0°C) was then added over a 1 minute period to react the laurate and silver ions, thus obtaining crystals of ... The reactants are CC(=O)O[BH-](OC(C)=O)OC(C)=O, CCC(C=O)CC, CC(=O)O, ClCCl, CCC(=O)N(c1ccccc1)C1CC(C)N(C(=O)c2ccc(N)cc2)c2ccccc21, [Na+]. The product is CCC(=O)N(c1ccccc1)C1CC(C)N(C(=O)c2ccc(NCC(CC)CC)cc2)c2ccccc21. RXN SMILES: [C:39]([O:40][BH-:41]([O:42][C:43](=[O:44])[CH3:45])[O:46][C:47](=[O:48])[CH3:49])(=[O:50])[CH3:51].[CH2:32]([CH3:33])[CH:34]([CH:35]=[O:36])[CH2:37][CH3:38].[CH3:53][C:54](=[O:55])[OH:56].[Cl:57][CH2:58][Cl:59].[NH2:1][c:2]1[cH:3][cH:4][c:5]([C:6](=[O:7])[N:8]2[CH:9]([CH3:29])[CH2:10][CH:11]([N:18]([C:19]([CH2:20][CH3:21])=[O:22])[c:23]3[cH:24][cH:25][cH:26][cH:27][cH:28]3)[c:12]3[cH:13][cH:14][cH:15][cH:16][c:17]32)[cH:30][cH:31]1.[Na+:52]>>[NH:1]([c:2]1[cH:3][cH:4][c:5]([C:6](=[O:7])[N:8]2[CH:9]([CH3:29])[CH2:10][CH:11]([N:18]([C:19]([CH2:20][CH3:21])=[O:22])[c:23]3[cH:24][cH:25][cH:26][cH:27][cH:28]3)[c:12]3[cH:13][cH:14][cH:15][cH:16][c:17]32)[cH:30][cH:31]1)[CH2:35][CH:34]([CH2:32][CH3:33])[CH2:37][CH3:38]. The reactants are C(C)O (ethanol), C(C)(C)(C)OC(=O)CN[C@@H](C(=O)O)CC1=CC=CC=C1 ((2R)-2-((tert-Butoxycarbonyl)methylamino)-3-phenylpropionic acid), Cl.CN(CCCN=C=NCC)C (N-(3-dimethylaminopropyl)-N'-ethylcarbodiimide hydrochloride). Reagents/catalysts: CN(C1=CC=NC=C1)C (4-Dimethylaminopyridine). Solvent: ClCCl (dichloromethane). Run at temperature 0 celsius, time 16 hour. Yields the product C(C)OC([C@@H](CC1=CC=CC=C1)NCC(=O)OC(C)(C)C)=O ((2R)-2-((tert-butoxycarbonyl)methylamino)-3-phenylpropionic acid ethylester). Isolated yield 44.5%. As a reaction SMILES: [C:1]([O:5][C:6]([CH2:8][NH:9][C@H:10]([CH2:14][C:15]1[CH:20]=[CH:19][CH:18]=[CH:17][CH:16]=1)[C:11]([OH:13])=[O:12])=[O:7])([CH3:4])([CH3:3])[CH3:2].[CH2:21](O)[CH3:22].Cl.CN(C)CCCN=C=NCC>ClCCl.CN(C)C1C=CN=CC=1>[CH2:21]([O:12][C:11](=[O:13])[C@H:10]([NH:9][CH2:8][C:6]([O:5][C:1]([CH3:4])([CH3:2])[CH3:3])=[O:7])[CH2:14][C:15]1[CH:16]=[CH:17][CH:18]=[CH:19][CH:20]=1)[CH3:22] |f:2.3|. Reported procedure: (2R)-2-((tert-Butoxycarbonyl)methylamino)-3-phenylpropionic acid (4.0 g, 14.27 mmol) was dissolved in dichloromethane (5 ml) and ethanol (0.95 ml, 16.27 mmol). 4-Dimethylaminopyridine (0.19 g, 1.57 mmol) was added. The solution was cooled to 0° C. and N-(3-dimethylaminopropyl)-N'-ethylcarbodiimide hydrochloride (2.98 g, 15.55 mmol) was added. The reaction mixture was stirred for 2 h at 0° C. for 16 h at room temp. The solvent was removed in vacuo and the residue was dissolved in ethyl acetate/wa...